From a dataset of the Open Reaction Database (ORD), a public repository of structured organic reaction records. describe an organic reaction: reactants, conditions, products, and yield The reactants are CCOP(=O)(CC#N)OCC, [H-], NS(=O)(=O)c1ccc(C=O)cc1, [Na+], C1CCOC1. The product is N#CCCc1ccc(S(N)(=O)=O)cc1. As a reaction SMILES: [C:15](#[N:16])[CH2:17][P:18](=[O:19])([O:20][CH2:21][CH3:22])[O:23][CH2:24][CH3:25].[H-:13].[NH2:1][S:2](=[O:3])(=[O:4])[c:5]1[cH:6][cH:7][c:8]([CH:9]=[O:10])[cH:11][cH:12]1.[Na+:14].[O:26]1[CH2:27][CH2:28][CH2:29][CH2:30]1>>[NH2:1][S:2](=[O:3])(=[O:4])[c:5]1[cH:6][cH:7][c:8]([CH2:9][CH2:17][C:15]#[N:16])[cH:11][cH:12]1. Reactants: CN(C=1C(=CC2=C(N(C(=N2)C)CC)C1[N+](=O)[O-])C(F)(F)F)C (6-Dimethylamino-1-ethyl-2-methyl-7-nitro- 5-trifluoromethylbenzimidazole). The reagents and catalysts are [Pt]=O (platinum oxide). Yields the product NC1=C(C(=CC2=C1N(C(=N2)C)CC)C(F)(F)F)N(C)C (7-Amino-6-dimethylamino-1-ethyl-2-methyl-5-trifluoromethylbenzimidazole). As a reaction SMILES: [CH3:1][N:2]([CH3:22])[C:3]1[C:4]([C:18]([F:21])([F:20])[F:19])=[CH:5][C:6]2[N:10]=[C:9]([CH3:11])[N:8]([CH2:12][CH3:13])[C:7]=2[C:14]=1[N+:15]([O-])=O>[Pt]=O>[NH2:15][C:14]1[C:7]2[N:8]([CH2:12][CH3:13])[C:9]([CH3:11])=[N:10][C:6]=2[CH:5]=[C:4]([C:18]([F:21])([F:19])[F:20])[C:3]=1[N:2]([CH3:22])[CH3:1]. Procedure details: 6-Dimethylamino-1-ethyl-2-methyl-7-nitro- 5-trifluoromethylbenzimidazole (1.5g.) was hydrogenated in the presence of platinum oxide catalyst according to the procedure of Example IV to give 0.83g. of the desired product, m.p. 141°-142.5°C. The reactants are CCCCCCCCCCCl, CN1CCNCC1, CC(C)CO, [Na+], [OH-], O. The product is CCCCCCCCCCN1CCN(C)CC1. RXN SMILES: [CH2:8]([CH2:9][CH2:10][CH2:11][CH2:12][CH2:13][CH2:14][CH2:15][CH2:16][CH3:17])[Cl:18].[CH3:1][N:2]1[CH2:3][CH2:4][NH:5][CH2:6][CH2:7]1.[CH3:22][CH:23]([CH2:24][OH:25])[CH3:26].[Na+:20].[OH-:19].[OH2:21]>>[CH3:1][N:2]1[CH2:3][CH2:4][N:5]([CH2:8][CH2:9][CH2:10][CH2:11][CH2:12][CH2:13][CH2:14][CH2:15][CH2:16][CH3:17])[CH2:6][CH2:7]1.